This data is from the Open Reaction Database (ORD), a public repository of structured organic reaction records. The task is: describe an organic reaction: reactants, conditions, products, and yield The solvent is C(C)O (ethanol). Yields the product C(C)O[C@@H]1[C@@H](CNC1)NC1=NC(=C(N=C1CC)C=1C(=NC(=CC1)OC)C)CC (N-[(3R,4S)-4-ethoxypyrrolidin-3-yl]-3,6-diethyl-5-(6-methoxy-2-methylpyridin-3-yl)pyrazin-2-amine). Conditions: time 2 hour. Reported procedure: To a solution of benzyl (3R,4S)-3-{[3,6-diethyl-5-(6-methoxy-2-methylpyridin-3-yl)pyrazin-2-yl]amino}-4-ethoxypyrrolidine-1-carboxylate (1.35 g) in ethanol (26 ml) was added 1,4 cyclohexadiene (2.45 ml, 10 eq.) and 10% Pd/C (1.5 g). The reaction mixture stirred 2 h, was filtered through celite and concentrated. Purification via MPLC chromatography eluting with 2–6% methanol/CH2Cl2 with 0.5% ammonium hydroxide afforded the title compound as an amber oil (870 mg, 87%): 1H NMR (400 MHz, CDCl3) δ) 7... The reagents and catalysts are [Pd] (Pd/C). The yield is 86.9%. Reaction SMILES: [CH2:1]([C:3]1[C:4]([NH:20][C@H:21]2[C@@H:25]([O:26][CH2:27][CH3:28])[CH2:24][N:23](C(OCC3C=CC=CC=3)=O)[CH2:22]2)=[N:5][C:6]([CH2:18][CH3:19])=[C:7]([C:9]2[C:10]([CH3:17])=[N:11][C:12]([O:15][CH3:16])=[CH:13][CH:14]=2)[N:8]=1)[CH3:2].C1CC=CCC=1>C(O)C.[Pd]>[CH2:27]([O:26][C@H:25]1[CH2:24][NH:23][CH2:22][C@H:21]1[NH:20][C:4]1[C:3]([CH2:1][CH3:2])=[N:8][C:7]([C:9]2[C:10]([CH3:17])=[N:11][C:12]([O:15][CH3:16])=[CH:13][CH:14]=2)=[C:6]([CH2:18][CH3:19])[N:5]=1)[CH3:28]. The reactants are C(C)C=1C(=NC(=C(N1)C=1C(=NC(=CC1)OC)C)CC)N[C@@H]1CN(C[C@@H]1OCC)C(=O)OCC1=CC=CC=C1 (benzyl (3R,4S)-3-{[3,6-diethyl-5-(6-methoxy-2-methylpyridin-3-yl)pyrazin-2-yl]amino}-4-ethoxypyrrolidine-1-carboxylate), C1=CCC=CC1 (1,4 cyclohexadiene). The reactants are B(Br)(Br)Br (BBr3), ClC1=CC=C(C(=N1)OC1=C(C=C(C=C1)CCC)OC)N (6-chloro-2-(2-methoxy-4-propyl phenoxy)pyridin-3-amine), [NH4+].[Cl-] (NH4Cl). The solvent is ClCCl (dichloromethane). Conditions: temperature -20 celsius, time 5 hour. Yields the product NC=1C(=NC(=CC1)Cl)OC1=C(C=C(C=C1)CCC)O (2-[(3-amino-6-chloropyridin-2-yl)oxy]-5-propylphenol). As a reaction SMILES: [Cl:1][C:2]1[N:7]=[C:6]([O:8][C:9]2[CH:14]=[CH:13][C:12]([CH2:15][CH2:16][CH3:17])=[CH:11][C:10]=2[O:18]C)[C:5]([NH2:20])=[CH:4][CH:3]=1.B(Br)(Br)Br.[NH4+].[Cl-]>ClCCl>[NH2:20][C:5]1[C:6]([O:8][C:9]2[CH:14]=[CH:13][C:12]([CH2:15][CH2:16][CH3:17])=[CH:11][C:10]=2[OH:18])=[N:7][C:2]([Cl:1])=[CH:3][CH:4]=1 |f:2.3|. Procedure details: To a solution of 6-chloro-2-(2-methoxy-4-propyl phenoxy)pyridin-3-amine (0.1 mmol; 30 mg) under argon, in dichloromethane (2 mL), cooled to −78° C., was added BBr3 (0.5 mmol; 0.5 mL) dropwise. The reaction mixture was allowed to stir for 5 hr, with gradual warming to −20° C. At −20° C., the reaction was hydrolysed with saturated NH4Cl (4 mL), extracted with dichoromethane (3*10 mL). Combined organic phases dried over Na2SO4, concentrated in vacuo, to give the desired product as a light brown sol...